Dataset: the Open Reaction Database (ORD), a public repository of structured organic reaction records. Task: describe an organic reaction: reactants, conditions, products, and yield Reactants: CC=1C=C2C3=C(NC2=CC1)CC1CCC3N1 (2-methyl-5,6,7,8,9,10-hexahydro-7,10-epiminocyclohepta[b]indole), C(#C)C=1C=CC(=NC1)C (5-ethynyl-2-methylpyridine). Product: CC=1C=C2C3=C(N(C2=CC1)\C=C/C=1C=NC(=CC1)C)C[C@@H]1CC[C@H]3N1 ((7S,10R)-2-methyl-5-[(Z)-2-(6-methylpyridin-3-yl)vinyl]-5,6,7,8,9,10-hexahydro-7,10-epiminocyclohepta[b]indole). As a reaction SMILES: [CH3:1][C:2]1[CH:3]=[C:4]2[C:8](=[CH:9][CH:10]=1)[NH:7][C:6]1[CH2:11][CH:12]3[NH:16][CH:15]([C:5]2=1)[CH2:14][CH2:13]3.[C:17]([C:19]1[CH:20]=[CH:21][C:22]([CH3:25])=[N:23][CH:24]=1)#[CH:18]>>[CH3:1][C:2]1[CH:3]=[C:4]2[C:8](=[CH:9][CH:10]=1)[N:7](/[CH:18]=[CH:17]\[C:19]1[CH:24]=[N:23][C:22]([CH3:25])=[CH:21][CH:20]=1)[C:6]1[CH2:11][C@H:12]3[NH:16][C@@H:15]([C:5]2=1)[CH2:14][CH2:13]3. Procedure: The coupling of 2-methyl-5,6,7,8,9,10-hexahydro-7,10-epiminocyclohepta[b]indole (212 mg, 1.00 mmol; Example 4A) and 5-ethynyl-2-methylpyridine (586 mg, 5.00 mmol; WO2005090333) was performed as described in Example 20 to afford the racemate of the title compound. The individual enantiomers were separated by preparative chiral supercritical fluid chromatography (ChiralPak® OD-H 5 μm column, 21×250 mm, 35° C., 10-50% gradient of CH3OH—CO2 containing 0.1% diethylamine) to afford the title compound ... Starting materials: C(C)N(CC)CCN (Diethylaminoethylamine), OCN1C(C(=C(C1=O)C1=CN(C2=CC(=CC=C12)[N+](=O)[O-])C)C1=CN(C2=CC=CC=C12)C)=O (1-Hydroxymethyl-3-(1-methyl-1H-indol-3-yl)-4-(1-methyl-6-nitro-1H-indol-3-yl)-pyrrole-2,5-dione), Lithium bis(trimethylsiliyl)amide, [N+](=O)([O-])C1=CC=C(C=C1)OC(OC1=CC=C(C=C1)[N+](=O)[O-])=O (bis(p-nitrophenyl)carbonate). Run in C1CCOC1 (THF), C1CCOC1 (THF). Run at temperature 0 celsius, time 10 minute. Product: CN1C=C(C2=CC=CC=C12)C=1C(N(C(C1C1=CN(C2=CC(=CC=C12)[N+](=O)[O-])C)=O)COC(NCCN(C)C)=O)=O ((2-dimethylamino-ethyl)-carbamic acid 3-(1-methyl-1H-indol-3-yl)-4-(1-methyl-6-nitro-1H-indol-3-yl)-2,5-dioxo-2,5-dihydro-pyrrol-1-ylmethyl ester). The yield is 48.4%. As a reaction SMILES: [OH:1][CH2:2][N:3]1[C:7](=[O:8])[C:6]([C:9]2[C:17]3[C:12](=[CH:13][C:14]([N+:18]([O-:20])=[O:19])=[CH:15][CH:16]=3)[N:11]([CH3:21])[CH:10]=2)=[C:5]([C:22]2[C:30]3[C:25](=[CH:26][CH:27]=[CH:28][CH:29]=3)[N:24]([CH3:31])[CH:23]=2)[C:4]1=[O:32].[N+](C1C=C[C:39]([O:42]C(=O)OC2C=CC([N+]([O-])=O)=CC=2)=CC=1)([O-])=O.[CH2:55]([N:57]([CH2:60][CH2:61][NH2:62])[CH2:58]C)C>C1COCC1>[CH3:31][N:24]1[C:25]2[C:30](=[CH:29][CH:28]=[CH:27][CH:26]=2)[C:22]([C:5]2[C:4](=[O:32])[N:3]([CH2:2][O:1][C:39](=[O:42])[NH:62][CH2:61][CH2:60][N:57]([CH3:58])[CH3:55])[C:7](=[O:8])[C:6]=2[C:9]2[C:17]3[C:12](=[CH:13][C:14]([N+:18]([O-:20])=[O:19])=[CH:15][CH:16]=3)[N:11]([CH3:21])[CH:10]=2)=[CH:23]1. Procedure details: 1-Hydroxymethyl-3-(1-methyl-1H-indol-3-yl)-4-(1-methyl-6-nitro-1H-indol-3-yl)-pyrrole-2,5-dione (200 mg, 0.47 mmol), prepared as in example 1a, was dissolved in THF (10 mL). The resulting red solution was cooled in an ice bath. Lithium bis(trimethylsiliyl)amide (0.56 mL, 0.56 mmol, 1 M in THF) was added dropwise to the solution to give a red suspension. After 10 min, bis(p-nitrophenyl)carbonate (200 mg, 0.66 mmol) was added. The resulting solution was stirred at 0° C. for 20 min. Diethylaminoeth... The reactants are C(C)(=O)OCC (ethyl acetate), O (water), diethyiphosphoric acid ethyl ester, [H-].[Na+] (NaH), [Si](C1=CC=CC=C1)(C1=CC=CC=C1)(C(C)(C)C)OC1=C2CCCC(C2=CC=C1)=O (5-t-butyidiphenylsilyloxy-1-oxo-1,2,3,4-tetrahydronaphthalene). Solvent: C(OC)COC (dimethoxyethane). Run at time 30 minute. Product: [Si](C1=CC=CC=C1)(C1=CC=CC=C1)(C(C)(C)C)OC1=C2CCC=C(C2=CC=C1)CC(=O)OCC (5-t-butyldiphenylsilyloxy-1-ethoxycarbonylmethyl-3,4-dihydronaphthalene). As a reaction SMILES: [H-].[Na+].[Si:3]([O:20][C:21]1[CH:30]=[CH:29][CH:28]=[C:27]2[C:22]=1[CH2:23][CH2:24][CH2:25][C:26]2=O)([C:16]([CH3:19])([CH3:18])[CH3:17])([C:10]1[CH:15]=[CH:14][CH:13]=[CH:12][CH:11]=1)[C:4]1[CH:9]=[CH:8][CH:7]=[CH:6][CH:5]=1.[C:32]([O:35][CH2:36][CH3:37])(=[O:34])[CH3:33].O>C(COC)OC>[Si:3]([O:20][C:21]1[CH:30]=[CH:29][CH:28]=[C:27]2[C:22]=1[CH2:23][CH2:24][CH:25]=[C:26]2[CH2:33][C:32]([O:35][CH2:36][CH3:37])=[O:34])([C:16]([CH3:19])([CH3:17])[CH3:18])([C:4]1[CH:9]=[CH:8][CH:7]=[CH:6][CH:5]=1)[C:10]1[CH:15]=[CH:14][CH:13]=[CH:12][CH:11]=1 |f:0.1|. Procedure: To a solution of diethyiphosphoric acid ethyl ester (19 g) in dimethoxyethane (200 ml) was added NaH (3.4 g, 60%) in oil) at 0° C. under N2. After being stirred for 30 minutes, 5-t-butyidiphenylsilyloxy-1-oxo-1,2,3,4-tetrahydronaphthalene (20 g) was added to the mixture. After being stirred for 12 hours at 80° C., the solution was poured hnto a mixture of ethyl acetate and water. The organic layer was washed with 1N-HCl solution, sat. NaHCO3, and brine, dried over MgSO4, and evaporated in vacuo....